Dataset: the Open Reaction Database (ORD), a public repository of structured organic reaction records. Task: describe an organic reaction: reactants, conditions, products, and yield Starting materials: [Br-].C(C)OC(=O)C[N+]1=CC=CC=C1 (N-(ethoxycarbonylmethyl)pyridinium bromide), C1(=CC=CC=C1)[B-](C1=CC=CC=C1)(C1=CC=CC=C1)C1=CC=CC=C1.[Na+] (sodium tetraphenylborate). Solvent: O (water), O (water), O (water). Yields the product C1(=CC=CC=C1)[B-](C1=CC=CC=C1)(C1=CC=CC=C1)C1=CC=CC=C1.C(C)OC(=O)C[N+]1=CC=CC=C1 (N-(Ethoxycarbonylmethyl)pyridinium Tetraphenylborate). Isolated yield 45.1%. As a reaction SMILES: [Br-].[CH2:2]([O:4][C:5]([CH2:7][N+:8]1[CH:13]=[CH:12][CH:11]=[CH:10][CH:9]=1)=[O:6])[CH3:3].[C:14]1([B-:20]([C:33]2[CH:38]=[CH:37][CH:36]=[CH:35][CH:34]=2)([C:27]2[CH:32]=[CH:31][CH:30]=[CH:29][CH:28]=2)[C:21]2[CH:26]=[CH:25][CH:24]=[CH:23][CH:22]=2)[CH:19]=[CH:18][CH:17]=[CH:16][CH:15]=1.[Na+]>O>[C:33]1([B-:20]([C:14]2[CH:15]=[CH:16][CH:17]=[CH:18][CH:19]=2)([C:21]2[CH:22]=[CH:23][CH:24]=[CH:25][CH:26]=2)[C:27]2[CH:32]=[CH:31][CH:30]=[CH:29][CH:28]=2)[CH:34]=[CH:35][CH:36]=[CH:37][CH:38]=1.[CH2:2]([O:4][C:5]([CH2:7][N+:8]1[CH:13]=[CH:12][CH:11]=[CH:10][CH:9]=1)=[O:6])[CH3:3] |f:0.1,2.3,5.6|. Reported procedure: To a solution of 24.61 grams (0.10 mol) of N-(ethoxycarbonylmethyl)pyridinium bromide in 100 milliliters of water, there was added a solution of 34.22 grams (0.10 mol) of sodium tetraphenylborate in 150 milliliters of water. The mixture was diluted with 1 liter of water and filtered. The solid collected was dissolved in methylene chloride, the water layer was separated and the organic layer was dried over MgSO4 and concentrated. Recrystallization from ethyl acetate yielded 21.9 grams of product ... Starting materials: BrCCCCCCC1=CC(=NO1)C (5-(6-bromohexyl)-3-methylisoxazole), ClC=1C=C(C=CC1O)C=1OCCN1 (4,5-dihydro-2-(3-chloro-4-hydroxyphenyl)oxazole), ClCC1=NOC(=C1)C (3-Chloromethyl-5-methylisoxazole). Yields the product ClC1=C(OCCCCCCCC2=CC(=NO2)C)C=CC(=C1)C=1OCCN1 (5-{7-[2-Chloro-4-(4,5-dihydro-2-oxazolyl)phenoxy]heptyl}-3-methylisoxazole). RXN SMILES: Br[CH2:2][CH2:3][CH2:4][CH2:5][CH2:6][CH2:7][C:8]1[O:12][N:11]=[C:10]([CH3:13])[CH:9]=1.[Cl:14][C:15]1[CH:16]=[C:17]([C:22]2[O:23][CH2:24][CH2:25][N:26]=2)[CH:18]=[CH:19][C:20]=1[OH:21].Cl[CH2:28]C1C=C(C)ON=1>>[Cl:14][C:15]1[CH:16]=[C:17]([C:22]2[O:23][CH2:24][CH2:25][N:26]=2)[CH:18]=[CH:19][C:20]=1[O:21][CH2:28][CH2:2][CH2:3][CH2:4][CH2:5][CH2:6][CH2:7][C:8]1[O:12][N:11]=[C:10]([CH3:13])[CH:9]=1. Procedure details: 5-{6-[2-Chloro-4-(4,5-dihydro-2-oxazolyl)phenoxy]hexyl}-3-methylisoxazole [IX; R=CH3, R1 =2-Cl, R2, R3, R4, R5 and R6 =H, Y=(CH2)6, oxazole at 4-position] was prepared from 5-(6-bromohexyl)-3-methylisoxazole (Example 14a) and 4,5-dihydro-2-(3-chloro-4-hydroxyphenyl)oxazole (Example 13b) according to the procedure of Example 9, part (b), and was obtained in the form of a colorless solid, m.p. 64.5°-65.5° C. when recrystallized from etherpentane. Reactants: FC1=C(N)C=CC=C1OC(F)(F)F (2-Fluoro-3-(trifluoromethoxy)aniline), CCN(C(C)C)C(C)C (DIPEA), C(C)(C)(C)OC(=O)N1[C@@H]([C@@H]([C@H](C1)F)OC)C(=O)O ((2S,3S,4S)-4-fluoro-3-methoxy-pyrrolidine-1,2-dicarboxylic acid 1-tert-butyl ester), C(C)(C)(C)OC(=O)N1[C@@H]([C@H]([C@@H](C1)OC)F)C(=O)O ((2R,3R,4R)-3-fluoro-4-methoxy-pyrrolidine-1,2-dicarboxylic acid 1-tert-butyl ester), ClC(=C(C)C)N(C)C (1-chloro-N,N,2-trimethylprop-1-en-1-amine). Run in C(Cl)Cl (CH2Cl2). Conditions: time 1 hour. Product: C(C)(C)(C)OC(=O)N1[C@@H]([C@@H]([C@H](C1)F)OC)C(NC1=C(C(=CC=C1)OC(F)(F)F)F)=O ((2S,3S,4S)-4-fluoro-2-(2-fluoro-3-trifluoromethoxy-phenylcarbamoyl)-3-methoxy-pyrrolidine-1-carboxylic acid tert-butyl ester). Reaction SMILES: [C:1]([O:5][C:6]([N:8]1[CH2:12][C@H:11]([F:13])[C@@H:10]([O:14][CH3:15])[C@H:9]1[C:16]([OH:18])=O)=[O:7])([CH3:4])([CH3:3])[CH3:2].C(OC(N1C[C@@H](OC)[C@H](F)[C@H]1C(O)=O)=O)(C)(C)C.ClC(N(C)C)=C(C)C.[F:45][C:46]1[C:52]([O:53][C:54]([F:57])([F:56])[F:55])=[CH:51][CH:50]=[CH:49][C:47]=1[NH2:48].CCN(C(C)C)C(C)C>C(Cl)Cl>[C:1]([O:5][C:6]([N:8]1[CH2:12][C@H:11]([F:13])[C@@H:10]([O:14][CH3:15])[C@H:9]1[C:16](=[O:18])[NH:48][C:47]1[CH:49]=[CH:50][CH:51]=[C:52]([O:53][C:54]([F:55])([F:56])[F:57])[C:46]=1[F:45])=[O:7])([CH3:2])([CH3:3])[CH3:4]. Procedure: To a solution of (2S,3S,4S)-4-fluoro-3-methoxy-pyrrolidine-1,2-dicarboxylic acid 1-tert-butyl ester and (2R,3R,4R)-3-fluoro-4-methoxy-pyrrolidine-1,2-dicarboxylic acid 1-tert-butyl ester (prepared as described in Scheme B25, 1.00 g, 3.80 mmol) in CH2Cl2 (10 mL) at 0° C. under nitrogen atmosphere was added 1-chloro-N,N,2-trimethylprop-1-en-1-amine (609 mg, 4.56 mmol) and the mixture was stirred at this temperature for 1 h. 2-Fluoro-3-(trifluoromethoxy)aniline (0.815 mg, 4.18 mmol) was then added,... Starting materials: C(C)O (ethanol), C([O-])([O-])=O.[K+].[K+] (potassium carbonate), B(OC=1OC2=C(C1)C=CC=C2)([O-])[O-] (benzofuran-2-yl borate), BrC=1C=CC2=C(C=C(CCS2(=O)=O)C(=O)NC2=CC=C(C=C2)CN(C2CCOCC2)C)C1 (7-bromo-N-[4-[[N-methyl-N-(tetrahydropyran-4-yl)amino]methyl]phenyl]-1,1-dioxo-2,3-dihydro-1-benzothiepine-4-carboxamide). The reagents and catalysts are C=1C=CC(=CC1)[P](C=2C=CC=CC2)(C=3C=CC=CC3)[Pd]([P](C=4C=CC=CC4)(C=5C=CC=CC5)C=6C=CC=CC6)([P](C=7C=CC=CC7)(C=8C=CC=CC8)C=9C=CC=CC9)[P](C=1C=CC=CC1)(C=1C=CC=CC1)C=1C=CC=CC1 (tetrakistriphenylphosphinepalladium). The solvent is C1(=CC=CC=C1)C (toluene), O (water), O (water). Reaction conditions: time 30 minute. Yields the product O1C(=CC2=C1C=CC=C2)C=2C=CC1=C(C=C(CCS1(=O)=O)C(=O)NC1=CC=C(C=C1)CN(C1CCOCC1)C)C2 (7-(benzofuran-2-yl)-N-[4-[[N-methyl-N-(tetrahydropyran-4-yl)amino]methyl]phenyl]-1,1-dioxo-2,3-dihydro-1-benzothiepine-4-carboxamide). Yield: 58.5%. RXN SMILES: C(O)C.B([O-])([O-])O[C:6]1[O:7][C:8]2[CH:14]=[CH:13][CH:12]=[CH:11][C:9]=2[CH:10]=1.Br[C:18]1[CH:19]=[CH:20][C:21]2[S:27](=[O:29])(=[O:28])[CH2:26][CH2:25][C:24]([C:30]([NH:32][C:33]3[CH:38]=[CH:37][C:36]([CH2:39][N:40]([CH3:47])[CH:41]4[CH2:46][CH2:45][O:44][CH2:43][CH2:42]4)=[CH:35][CH:34]=3)=[O:31])=[CH:23][C:22]=2[CH:48]=1.C(=O)([O-])[O-].[K+].[K+]>C1(C)C=CC=CC=1.C1C=CC([P]([Pd]([P](C2C=CC=CC=2)(C2C=CC=CC=2)C2C=CC=CC=2)([P](C2C=CC=CC=2)(C2C=CC=CC=2)C2C=CC=CC=2)[P](C2C=CC=CC=2)(C2C=CC=CC=2)C2C=CC=CC=2)(C2C=CC=CC=2)C2C=CC=CC=2)=CC=1.O>[O:7]1[C:8]2[CH:14]=[CH:13][CH:12]=[CH:11][C:9]=2[CH:10]=[C:6]1[C:18]1[CH:19]=[CH:20][C:21]2[S:27](=[O:29])(=[O:28])[CH2:26][CH2:25][C:24]([C:30]([NH:32][C:33]3[CH:38]=[CH:37][C:36]([CH2:39][N:40]([CH3:47])[CH:41]4[CH2:46][CH2:45][O:44][CH2:43][CH2:42]4)=[CH:35][CH:34]=3)=[O:31])=[CH:23][C:22]=2[CH:48]=1 |f:3.4.5,^1:65,67,86,105|. Procedure details: In toluene (15 ml), ethanol (1.5 ml) and water (1.5 ml) were suspended benzofuran-2-yl borate (122 mg), 7-bromo-N-[4-[[N-methyl-N-(tetrahydropyran-4-yl)amino]methyl]phenyl]-1,1-dioxo-2,3-dihydro-1-benzothiepine-4-carboxamide (300 mg) and potassium carbonate (208 mg), and the suspension was stirred under argon atmosphere for 30 minutes. To the mixture was added tetrakistriphenylphosphinepalladium (47 mg), and the mixture was stirred, under argon atmosphere, at 100° C. for 8 hours and cooled. To t... Reactants: COC1=C(C=CC=C1)N1N=C(C(=C1)C=O)C (1-(2-methoxyphenyl)-3-methyl-1H-pyrazole-4-carbaldehyde), COC1=C(C=CC=C1)N1N=C(C(=C1)C=O)C (1-(2-methoxyphenyl)-3-methyl-1H-pyrazole-4-carbaldehyde), C1(CCCCC1)[Mg]Br (cyclohexylmagnesium bromide). Run in O1CCCC1 (tetrahydrofuran). Conditions: time 15 minute. The product is C1(CCCCC1)C(O)C=1C(=NN(C1)C1=C(C=CC=C1)OC)C (cyclohexyl[1-(2-methoxyphenyl)-3-methyl-1H-pyrazol-4-yl]methanol). Yield: 53.0%. As a reaction SMILES: [CH3:1][O:2][C:3]1[CH:8]=[CH:7][CH:6]=[CH:5][C:4]=1[N:9]1[CH:13]=[C:12]([CH:14]=[O:15])[C:11]([CH3:16])=[N:10]1.[CH:17]1([Mg]Br)[CH2:22][CH2:21][CH2:20][CH2:19][CH2:18]1>O1CCCC1>[CH:17]1([CH:14]([C:12]2[C:11]([CH3:16])=[N:10][N:9]([C:4]3[CH:5]=[CH:6][CH:7]=[CH:8][C:3]=3[O:2][CH3:1])[CH:13]=2)[OH:15])[CH2:22][CH2:21][CH2:20][CH2:19][CH2:18]1. Procedure details: To a solution (15 mL) of 1-(2-methoxyphenyl)-3-methyl-1H-pyrazole-4-carbaldehyde (1.5 g) synthesized in the above-mentioned (2) in tetrahydrofuran was added dropwise under ice-cooling cyclohexylmagnesium bromide (11.0 mL, 1M tetrahydrofuran solution). After the completion of the dropwise addition, the ice bath was removed, and the mixture was stirred at room temperature for 15 min. To the reaction mixture was added aqueous ammonium chloride solution, and the mixture was extracted with ethyl acet...